From a dataset of the Open Reaction Database (ORD), a public repository of structured organic reaction records. describe an organic reaction: reactants, conditions, products, and yield Starting materials: N1(CCNCC1)C1=NOC2=C1C=CC=C2 (3-piperazin-1-yl-1,2-benzisoxazole), C(C)(C)(C)OC(N[C@@H]1CC[C@H](CC1)CC=O)=O (trans-[4-(2-oxo-ethyl)-cyclohexyl]-carbamic acid tert-butyl ester), C(C)(C)(C)OC(N[C@@H]1CC[C@H](CC1)CC=O)=O (trans-[4-(2-oxo-ethyl)-cyclohexyl]-carbamic acid tert-butyl ester), C(C)(=O)O[BH-](OC(C)=O)OC(C)=O.[Na+] (sodium triacetoxyborohydride). Solvent: ClCCl (dichloromethane). Reaction conditions: time 12 hour. Yields the product C(C)(C)(C)OC(N[C@@H]1CC[C@H](CC1)CCN1CCN(CC1)C1=NOC2=C1C=CC=C2)=O (trans-{4-[2-(4-Benzo[d]isoxazol-3-yl-piperazin-1-yl)-ethyl]-cyclohexyl}-carbamic acid tert-butyl ester). Yield: 63.6%. RXN SMILES: [N:1]1([C:7]2[C:11]3[CH:12]=[CH:13][CH:14]=[CH:15][C:10]=3[O:9][N:8]=2)[CH2:6][CH2:5][NH:4][CH2:3][CH2:2]1.[C:16]([O:20][C:21](=[O:32])[NH:22][C@H:23]1[CH2:28][CH2:27][C@H:26]([CH2:29][CH:30]=O)[CH2:25][CH2:24]1)([CH3:19])([CH3:18])[CH3:17].C(O[BH-](OC(=O)C)OC(=O)C)(=O)C.[Na+]>ClCCl>[C:16]([O:20][C:21](=[O:32])[NH:22][C@H:23]1[CH2:24][CH2:25][C@H:26]([CH2:29][CH2:30][N:4]2[CH2:5][CH2:6][N:1]([C:7]3[C:11]4[CH:12]=[CH:13][CH:14]=[CH:15][C:10]=4[O:9][N:8]=3)[CH2:2][CH2:3]2)[CH2:27][CH2:28]1)([CH3:19])([CH3:18])[CH3:17] |f:2.3|. Procedure: A mixture of 3-piperazin-1-yl-1,2-benzisoxazole (1 g, 4.92 mmol), trans-[4-(2-oxo-ethyl)-cyclohexyl]-carbamic acid tert-butyl ester (Intermediate A) (1.3 g, 5.41 mmol), in dichloromethane (15 ml) was stirred for 15 minutes at room temperature and sodium triacetoxyborohydride (1.88 g, 8.86 mmol) was added slowly and the resulting solution was stirred for 12 hours until the TLC indicated completion of the reaction. The mixture was extracted with saturated NaHCO3-solution and two times dichlorometh... The reactants are C1(CC1)CN1C(C=2C(C1=O)=CC(=CC2)[N+](=O)[O-])=O (N-Cyclopropylmethyl-4-nitrophthalimide), S(=O)([O-])S(=O)[O-].[Na+].[Na+] (sodium dithionite), C([O-])([O-])=O.[Na+].[Na+] (sodium carbonate). Solvent: CO (methanol), O (water). Reaction conditions: temperature 70 celsius, time 50 minute. Yields the product C1(CC1)CN1C(C=2C(C1=O)=CC(=CC2)N)=O (N-cyclopropylmethyl-4-aminophthalimide). The yield is 48.6%. RXN SMILES: [CH:1]1([CH2:4][N:5]2[C:9](=[O:10])[C:8]3=[CH:11][C:12]([N+:15]([O-])=O)=[CH:13][CH:14]=[C:7]3[C:6]2=[O:18])[CH2:3][CH2:2]1.S(S([O-])=O)([O-])=O.[Na+].[Na+].C(=O)([O-])[O-].[Na+].[Na+]>CO.O>[CH:1]1([CH2:4][N:5]2[C:9](=[O:10])[C:8]3=[CH:11][C:12]([NH2:15])=[CH:13][CH:14]=[C:7]3[C:6]2=[O:18])[CH2:2][CH2:3]1 |f:1.2.3,4.5.6|. Procedure: N-Cyclopropylmethyl-4-nitrophthalimide (6.0 g, 24 mmol) in methanol (200 mL) was added dropwise over 30 min to a solution of sodium dithionite (27.0 g, 156 mmol) and sodium carbonate (13.0 g, 125 mmol) in water (200 mL) while the temperature was maintained at 70° C. The mixture was stirred at 70° C. for an additional 50 min before it was allowed to cool to room temperature. The reaction volume was then reduced to one-third by rotary evaporation. Water (400 mL) was added, and the suspension extra... Reactants: NC=1C=C(C(=CC1[N+](=O)[O-])F)C(F)(F)F (3-amino-6-fluoro-4-nitrobenzotrifluoride). Reagents/catalysts: [Pd] (Pd/C). Solvent: C(C)O (ethanol). Run at time 2 hour. Product: NC=1C=C(C(=CC1N)F)C(F)(F)F (3,4-diamino-6-fluorobenzotrifluoride). Yield: 95.9%. RXN SMILES: [NH2:1][C:2]1[CH:3]=[C:4]([C:12]([F:15])([F:14])[F:13])[C:5]([F:11])=[CH:6][C:7]=1[N+:8]([O-])=O>C(O)C.[Pd]>[NH2:1][C:2]1[CH:3]=[C:4]([C:12]([F:15])([F:13])[F:14])[C:5]([F:11])=[CH:6][C:7]=1[NH2:8]. Reported procedure: A mixture of 3-amino-6-fluoro-4-nitrobenzotrifluoride (328 mg, 1.45 mmol) and 10% Pd/C (50 mg) in ethanol (15 mL) was hydrogenated for 2 h at 25° C. under 25 psi H2. The catalyst was removed by filtration with celite and the solvent was removed by rota-evaporation to give 270 mg of 3,4-diamino-6-fluorobenzotrifluoride (95%) as a brown solid. 1H NMR (CDCl3): δ 3.432 (br, 4H), 6.469 (d, 1H, J=8.4 Hz); 6.860 (d, 1H, J=6.6 Hz). Reactants: [Br-], CC(NC(=O)c1ccc(Cc2ccccc2)[nH]1)C(=O)NC(C=O)CC(=O)O, CC(NC(=O)c1ccc(Cc2ccccc2)[nH]1)C(=O)NC1CC(=O)OC1OCc1ccccc1, CO, [K+], O. The product is CC(NC(=O)c1ccc[nH]1)C(=O)NC(C=O)CC(=O)O. As a reaction SMILES: [Br-:64].[CH2:1]([c:2]1[cH:3][cH:4][cH:5][cH:6][cH:7]1)[c:8]1[cH:9][cH:10][c:11]([C:13](=[O:14])[NH:15][CH:16]([CH3:17])[C:18](=[O:19])[NH:20][CH:21]([CH2:22][C:23](=[O:24])[OH:25])[CH:26]=[O:27])[nH:12]1.[CH2:28]([c:29]1[nH:30][c:31]([C:32]([NH:33][CH:34]([C:35]([NH:36][CH:37]2[CH2:38][C:39](=[O:40])[O:41][CH:42]2[O:43][CH2:44][c:45]2[cH:46][cH:47][cH:48][cH:49][cH:50]2)=[O:51])[CH3:52])=[O:53])[cH:54][cH:55]1)[c:56]1[cH:57][cH:58][cH:59][cH:60][cH:61]1.[CH3:62][OH:63].[K+:65].[OH2:66]>>[cH:8]1[cH:9][cH:10][c:11]([C:13](=[O:14])[NH:15][CH:16]([CH3:17])[C:18](=[O:19])[NH:20][CH:21]([CH2:22][C:23](=[O:24])[OH:25])[CH:26]=[O:27])[nH:12]1. The reactants are O(C1=CC=CC=C1)C=1SC=C(N1)C(=O)OC (methyl 2-phenoxythiazole-4-carboxylate), [BH4-].[Na+] (NaBH4). Run in CCO (EtOH). Conditions: time 63 hour. The product is O(C1=CC=CC=C1)C=1SC=C(N1)CO ((2-phenoxythiazol-4-yl)methanol). As a reaction SMILES: [O:1]([C:8]1[S:9][CH:10]=[C:11]([C:13](OC)=[O:14])[N:12]=1)[C:2]1[CH:7]=[CH:6][CH:5]=[CH:4][CH:3]=1.[BH4-].[Na+]>CCO>[O:1]([C:8]1[S:9][CH:10]=[C:11]([CH2:13][OH:14])[N:12]=1)[C:2]1[CH:3]=[CH:4][CH:5]=[CH:6][CH:7]=1 |f:1.2|. Reported procedure: A solution of methyl 2-phenoxythiazole-4-carboxylate (265 mg; 1.12 mmol) in anh. EtOH (6 ml) was treated at rt with NaBH4 (213 mg; 5.64 mmol), and the resulting mixture was stirred at rt, under nitrogen, for 63 h. After concentration to dryness under reduced pressure, water was added, and the resulting mixture was extracted with DCM. The organic layer was dried over anh. MgSO4, filtered, and concentrated to dryness under reduced pressure. Purification by FC (DCM/MeOH=30/1) afforded (2-phenoxythi... Reactants: C(C1=CC=CC=C1)OC(=O)N1C(CCC1)C(=O)N1CCC(CC1)N1C(=O)CCC2=CC=CC=C12 (1-[1-(1-Benzyloxycarbonyl-2-pyrrolidinylcarbonyl)-4-piperidinyl]-3,4-dihydrocarbostyril). The reagents and catalysts are [C].[Pd] (palladium-carbon). Run in C(C)O (ethanol). Product: N1C(CCC1)C(=O)N1CCC(CC1)N1C(=O)CCC2=CC=CC=C12 (1-[1-(2-pyrrolidinylcarbonyl)-4-piperidinyl]-3,4-dihydrocarbostyril). The yield is 33.2%. Reaction SMILES: C(OC([N:11]1[CH2:15][CH2:14][CH2:13][CH:12]1[C:16]([N:18]1[CH2:23][CH2:22][CH:21]([N:24]2[C:34]3[C:29](=[CH:30][CH:31]=[CH:32][CH:33]=3)[CH2:28][CH2:27][C:25]2=[O:26])[CH2:20][CH2:19]1)=[O:17])=O)C1C=CC=CC=1>C(O)C.[C].[Pd]>[NH:11]1[CH2:15][CH2:14][CH2:13][CH:12]1[C:16]([N:18]1[CH2:19][CH2:20][CH:21]([N:24]2[C:34]3[C:29](=[CH:30][CH:31]=[CH:32][CH:33]=3)[CH2:28][CH2:27][C:25]2=[O:26])[CH2:22][CH2:23]1)=[O:17] |f:2.3|. Procedure: 1-[1-(1-Benzyloxycarbonyl-2-pyrrolidinylcarbonyl)-4-piperidinyl]-3,4-dihydrocarbostyril (0.87 g) is dissolved in ethanol (20 ml) and thereto is added 5% palladium-carbon (0.1 g). The mixture is stirred at room temperature under 1 atm. under hydrogen atmosphere. After the completion of the reaction, the catalyst is filtered off and the filtrate is concentrated. The resultant is purified by silica gel column chromatography (solvent; dichloromethane:methanol=8:1) to give 1-[1-(2-pyrrolidinylcarbony... Reactants: C(C)(C)(C)OC(=O)NC1=CC=C(C=C1)CC(=O)O ((4-tert-butoxycarbonylamino-phenyl)-acetic acid), C(C)(C)N=C=NC(C)C (N,N′-diisopropylcarbodiimide), C(C1=CC=CC=C1)OC([C@H](CC1=CC=C(C=C1)O)OCC)=O ((S)-2-ethoxy-3-(4-hydroxy-phenyl)-propionic acid benzyl ester). Reagents/catalysts: CN(C)C=1C=CN=CC1 (DMAP). The solvent is C(C)#N (acetonitrile). Run at time 3 hour. The product is C(C1=CC=CC=C1)OC([C@H](CC1=CC=C(C=C1)OC(CC1=CC=C(C=C1)NC(=O)OC(C)(C)C)=O)OCC)=O ((S)-3-{4-[2-(4-tert-Butoxycarbonylamino-phenyl)-acetoxy]-phenyl}-2-ethoxy-propionic acid benzyl ester), solid. Yield: 22.6%. As a reaction SMILES: [C:1]([O:5][C:6]([NH:8][C:9]1[CH:14]=[CH:13][C:12]([CH2:15][C:16]([OH:18])=[O:17])=[CH:11][CH:10]=1)=[O:7])([CH3:4])([CH3:3])[CH3:2].C(N=C=NC(C)C)(C)C.[CH2:28]([O:35][C:36](=[O:49])[C@@H:37]([O:46][CH2:47][CH3:48])[CH2:38][C:39]1[CH:44]=[CH:43][C:42](O)=[CH:41][CH:40]=1)[C:29]1[CH:34]=[CH:33][CH:32]=[CH:31][CH:30]=1>CN(C1C=CN=CC=1)C.C(#N)C>[CH2:28]([O:35][C:36](=[O:49])[C@@H:37]([O:46][CH2:47][CH3:48])[CH2:38][C:39]1[CH:44]=[CH:43][C:42]([O:17][C:16](=[O:18])[CH2:15][C:12]2[CH:11]=[CH:10][C:9]([NH:8][C:6]([O:5][C:1]([CH3:4])([CH3:2])[CH3:3])=[O:7])=[CH:14][CH:13]=2)=[CH:41][CH:40]=1)[C:29]1[CH:30]=[CH:31][CH:32]=[CH:33][CH:34]=1. Reported procedure: To a solution of (4-tert-butoxycarbonylamino-phenyl)-acetic acid (100 mg, 0.39 mmol), N,N′-diisopropylcarbodiimide (60 mg, 0.47 mmol) and DMAP (15 mg, 0.12 mmol) in dry acetonitrile (15 mL) was added (S)-2-ethoxy-3-(4-hydroxy-phenyl)-propionic acid benzyl ester (120 mg, 0.39 mmol). The mixture was stirred for 3 h at r.t. before the solvent was evaporated and the remaining crude product directly purified by HPLC. The title compound was obtained as a solid (48 mg, 22.6%). 1H NMR (400 MHz, CDCl3): ...